Dataset: the Open Reaction Database (ORD), a public repository of structured organic reaction records. Task: describe an organic reaction: reactants, conditions, products, and yield Reactants: N1=CC=C(C=C1)NC1=NOC2=C1C=CC=C2 (3-(4-pyridinylamino)-1,2-benzisoxazole), BrCC(=O)OC (methyl bromoacetate). Solvent: C(C)#N (acetonitrile). Yields the product Br.COC(CN1C=CC(C=C1)=NC1=NOC2=C1C=CC=C2)=O ([4-(3-Benzo[d]isoxazolylimino)-1-(4H)-pyridinyl]-acetic acid methyl ester hydrobromide). The yield is 70.0%. As a reaction SMILES: [N:1]1[CH:6]=[CH:5][C:4]([NH:7][C:8]2[C:12]3[CH:13]=[CH:14][CH:15]=[CH:16][C:11]=3[O:10][N:9]=2)=[CH:3][CH:2]=1.[Br:17][CH2:18][C:19]([O:21][CH3:22])=[O:20]>C(#N)C>[BrH:17].[CH3:22][O:21][C:19](=[O:20])[CH2:18][N:1]1[CH:2]=[CH:3][C:4](=[N:7][C:8]2[C:12]3[CH:13]=[CH:14][CH:15]=[CH:16][C:11]=3[O:10][N:9]=2)[CH:5]=[CH:6]1 |f:3.4|. Procedure details: A mixture of 3-(4-pyridinylamino)-1,2-benzisoxazole (0.9 g, 4.3 mmol) and methyl bromoacetate (0.44 mL, 1.1 eq) in acetonitrile (25 mL) was heated at reflux for one hour. The mixture was then allowed to cool to room temperature and the precipitated product was collected by filtration. The white solid was washed with diethyl ether and dried under vacuum to provide the title compound (1.1 g, 70%), mp 235-236° C. Reactants: CCO, CC(C)c1ccc(S(=O)(=O)Cl)cc1, ClCCl, CCC(=O)N1CC(c2ccc([N+](=O)[O-])cc2)C1, Nc1ccccc1, c1ccncc1. Yields the product CCC(=O)N1CC(c2ccc(NS(=O)(=O)c3ccc(C(C)C)cc3)cc2)C1. Reaction SMILES: [CH3:44][CH2:45][OH:46].[CH:31]([CH3:32])([CH3:33])[c:34]1[cH:35][cH:36][c:37]([S:40](=[O:41])(=[O:42])[Cl:43])[cH:38][cH:39]1.[Cl:47][CH2:48][Cl:49].[N+:1]([O-:2])(=[O:3])[c:4]1[cH:5][cH:6][c:7]([CH:10]2[CH2:11][N:12]([C:14]([CH2:15][CH3:16])=[O:17])[CH2:13]2)[cH:8][cH:9]1.[NH2:18][c:19]1[cH:20][cH:21][cH:22][cH:23][cH:24]1.[cH:25]1[cH:26][cH:27][n:28][cH:29][cH:30]1>>[NH:1]([c:4]1[cH:5][cH:6][c:7]([CH:10]2[CH2:11][N:12]([C:14]([CH2:15][CH3:16])=[O:17])[CH2:13]2)[cH:8][cH:9]1)[S:40]([c:37]1[cH:36][cH:35][c:34]([CH:31]([CH3:32])[CH3:33])[cH:39][cH:38]1)(=[O:41])=[O:42].